This data is from the Open Reaction Database (ORD), a public repository of structured organic reaction records. The task is: describe an organic reaction: reactants, conditions, products, and yield The reactants are C(CCCC)C=1SC=2N=C(N=C(C2N1)N1CCNCC1)N (2-pentyl-7-(piperazin-1-yl)thiazolo[5,4-d]pyrimidin-5-amine), COC1=CC=C(OCC(=O)O)C=C1 (4-methoxyphenoxyacetic acid). Yields the product NC=1N=C(C2=C(N1)SC(=N2)CCCCC)N2CCN(CC2)C(COC2=CC=C(C=C2)OC)=O (1-(4-(5-amino-2-pentylthiazolo[5,4-d]pyrimidin-7-yl)piperazin-1-yl)-2-(4-methoxyphenoxy)ethanone). The yield is 34.0%. Reaction SMILES: [CH2:1]([C:6]1[S:7][C:8]2[N:9]=[C:10]([NH2:21])[N:11]=[C:12]([N:15]3[CH2:20][CH2:19][NH:18][CH2:17][CH2:16]3)[C:13]=2[N:14]=1)[CH2:2][CH2:3][CH2:4][CH3:5].[CH3:22][O:23][C:24]1[CH:34]=[CH:33][C:27]([O:28][CH2:29][C:30](O)=[O:31])=[CH:26][CH:25]=1>>[NH2:21][C:10]1[N:11]=[C:12]([N:15]2[CH2:20][CH2:19][N:18]([C:30](=[O:31])[CH2:29][O:28][C:27]3[CH:33]=[CH:34][C:24]([O:23][CH3:22])=[CH:25][CH:26]=3)[CH2:17][CH2:16]2)[C:13]2[N:14]=[C:6]([CH2:1][CH2:2][CH2:3][CH2:4][CH3:5])[S:7][C:8]=2[N:9]=1. Reported procedure: This compound was prepared from 2-pentyl-7-(piperazin-1-yl)thiazolo[5,4-d]pyrimidin-5-amine using 4-methoxyphenoxyacetic acid in a yield of 34%, according to the procedure for the synthesis of example 50. Reactants: C(C1=CC=CC=C1)N(C1(COCC1)CNC1=CC(=NC2=CC=C(C=C12)C)N1CCS(C2=C(C1)C=CC=C2)(=O)=O)CC2=CC=CC=C2 (N-{[3-(Dibenzylamino)tetrahydrofuran-3-yl]methyl}-2-(1,1-dioxido-2,3-dihydro-1,4-benzothiazepin-4(5H)-yl)-6-methylquinolin-4-amine), N1CC(CC1)N (pyrrolidin-3-amine). Product: O=S1(CCN(CC2=C1C=CC=C2)C2=NC1=CC=NC=C1C(=C2)N2CC(CC2)N)=O (1-[2-(1,1-Dioxido-2,3-dihydro-1,4-benzothiazepin-4(5H)-yl)-1,6-naphthyridin-4-yl]pyrrolidin-3-amine). Reaction SMILES: C(N(CC1C=CC=CC=1)[C:9]1([CH2:14][NH:15][C:16]2[C:25]3[C:20](=CC=C(C)[CH:24]=3)[N:19]=[C:18]([N:27]3[CH2:33][C:32]4[CH:34]=[CH:35][CH:36]=[CH:37][C:31]=4[S:30](=[O:39])(=[O:38])[CH2:29][CH2:28]3)[CH:17]=2)CCOC1)C1C=CC=CC=1.[NH:47]1[CH2:51][CH2:50][CH:49]([NH2:52])[CH2:48]1>>[O:38]=[S:30]1(=[O:39])[C:31]2[CH:37]=[CH:36][CH:35]=[CH:34][C:32]=2[CH2:33][N:27]([C:18]2[CH:17]=[C:24]([N:47]3[CH2:51][CH2:50][CH:49]([NH2:52])[CH2:48]3)[C:25]3[C:20](=[CH:9][CH:14]=[N:15][CH:16]=3)[N:19]=2)[CH2:28][CH2:29]1. Procedure details: The title compound was prepared in analogy to Example 9-1 in Scheme 5 by using 4-(4-chloro-1,6-naphthyridin-2-yl)-2,3,4,5-tetrahydro-1,4-benzothiazepine 1,1-dioxide (prepared in analogy to 4-(4-chloro-6-methylquinolin-2-yl)-2,3,4,5-tetrahydro-1,4-benzothiazepine 1,1-dioxide in Example 2-1 by using 2,3,4,5-tetrahydro-1,4-benzothiazepine and 2,4-dichloro-1,6-naphthyridine) and pyrrolidin-3-amine. MS obsd. (ESI+) [(M+H)+] 410, 1H NMR (400 MHz, CD3OD) δ ppm 9.26 (s, 1 H), 8.28-8.20 (d, J=6.4 Hz, 1 H... The reactants are [N+](=O)([O-])C1=C(C=CC(=C1)[N+](=O)[O-])S(=O)(=O)[O-].[Na+] (sodium 2,4-dinitrobenzenesulfonate), [N+](=O)([O-])C=1C=C(C(=O)O)C=C(C1)[N+](=O)[O-] (3,5-dinitrobenzoic acid). Product: C(=C)S(=O)(=O)CS(=O)(=O)C=C (bis(vinylsulfonyl)methane). The yield is 85.0%. RXN SMILES: [N+](C1C=C([N+]([O-])=O)C=[CH:6][C:5]=1[S:13]([O-:16])(=[O:15])=O)([O-])=O.[Na+].[N+](C1C=C(C=[C:28]([N+]([O-])=O)[CH:29]=1)C(O)=O)([O-])=O>>[CH:29]([S:13]([CH2:5][S:13]([CH:5]=[CH2:6])(=[O:15])=[O:16])(=[O:16])=[O:15])=[CH2:28] |f:0.1|. Procedure: By the procedure used in A, except that sodium 2,4-dinitrobenzenesulfonate was substituted for 3,5-dinitrobenzoic acid, a 16.5 g (85 percent yield) sample (m.p. 59°-61° C.) of bis(vinylsulfonyl)methane was obtained. A 2 percent by weight aqueous solution was made up (no insoluble material) and let stand for more than 10 months at room temperature. Analysis of the still clear solution by high pressure liquid chromatography (HPLC) showed a 1.6 percent concentration of bis(vinylsulfonyl)methane rem...